From a dataset of the Open Reaction Database (ORD), a public repository of structured organic reaction records. describe an organic reaction: reactants, conditions, products, and yield Starting materials: O=C([O-])[O-], C1CCC2=NCCCN2CC1, Cc1nc(CNC2CCN(C(=O)OC(C)(C)C)CC2)c(C)[nH]1, ClCCl, [K+], [K+]. Product: Cc1nc(C)n2c1CN(C1CCN(C(=O)OC(C)(C)C)CC1)C2=O. Reaction SMILES: [C:34]([O-:35])(=[O:36])[O-:37].[CH2:23]1[CH2:24][CH2:25][C:26]2=[N:31][CH2:30][CH2:29][CH2:28][N:27]2[CH2:32][CH2:33]1.[CH3:1][c:2]1[nH:3][c:4]([CH3:22])[c:5]([CH2:7][NH:8][CH:9]2[CH2:10][CH2:11][N:12]([C:15](=[O:16])[O:17][C:18]([CH3:19])([CH3:20])[CH3:21])[CH2:13][CH2:14]2)[n:6]1.[Cl:40][CH2:41][Cl:42].[K+:38].[K+:39]>>[CH3:1][c:2]1[n:3][c:4]([CH3:22])[c:5]2[n:6]1[C:34](=[O:35])[N:8]([CH:9]1[CH2:10][CH2:11][N:12]([C:15](=[O:16])[O:17][C:18]([CH3:19])([CH3:20])[CH3:21])[CH2:13][CH2:14]1)[CH2:7]2. The reactants are O=C([O-])[O-], CCOC(C)=O, CC1(c2ccc([N+](=O)[O-])c(Cl)c2)OCCO1, [K+], [K+], Nc1ccc(Cl)cc1Cl. Yields the product CC1(c2ccc([N+](=O)[O-])c(Nc3ccc(Cl)cc3Cl)c2)OCCO1. RXN SMILES: [C:26](=[O:27])([O-:28])[O-:29].[CH3:32][CH2:33][O:34][C:35](=[O:36])[CH3:37].[Cl:1][c:2]1[cH:3][c:4]([C:11]2([CH3:16])[O:12][CH2:13][CH2:14][O:15]2)[cH:5][cH:6][c:7]1[N+:8](=[O:9])[O-:10].[K+:30].[K+:31].[NH2:17][c:18]1[cH:19][cH:20][c:21]([Cl:22])[cH:23][c:24]1[Cl:25]>>[c:2]1([NH:17][c:18]2[cH:19][cH:20][c:21]([Cl:22])[cH:23][c:24]2[Cl:25])[cH:3][c:4]([C:11]2([CH3:16])[O:12][CH2:13][CH2:14][O:15]2)[cH:5][cH:6][c:7]1[N+:8](=[O:9])[O-:10].